From a dataset of the Open Reaction Database (ORD), a public repository of structured organic reaction records. describe an organic reaction: reactants, conditions, products, and yield Starting materials: O=C([O-])[O-], Cc1nsc(-c2ccc(Cl)nn2)n1, Cl, [K+], [K+], O=C1Nc2ccccc2C2(CCNCC2)O1. Yields the product Cc1nsc(-c2ccc(N3CCC4(CC3)OC(=O)Nc3ccccc34)nn2)n1. As a reaction SMILES: [C:31](=[O:32])([O-:33])[O-:34].[Cl:1][c:2]1[n:3][n:4][c:5](-[c:8]2[n:9][c:10]([CH3:13])[n:11][s:12]2)[cH:6][cH:7]1.[ClH:14].[K+:35].[K+:36].[NH:15]1[CH2:16][CH2:17][C:18]2([O:19][C:20](=[O:28])[NH:21][c:22]3[c:23]2[cH:24][cH:25][cH:26][cH:27]3)[CH2:29][CH2:30]1>>[c:2]1([N:15]2[CH2:16][CH2:17][C:18]3([O:19][C:20](=[O:28])[NH:21][c:22]4[c:23]3[cH:24][cH:25][cH:26][cH:27]4)[CH2:29][CH2:30]2)[n:3][n:4][c:5](-[c:8]2[n:9][c:10]([CH3:13])[n:11][s:12]2)[cH:6][cH:7]1. Starting materials: N1C(CCCCCC1)=O (azocan-2-one), [H-].[Na+] (sodium hydride), BrCCCC=C (5-bromo-1-pentene). Run in CN(C=O)C (dimethylformamide). Conditions: time 15 minute. The product is C(CCC=C)N1C(CCCCCC1)=O (1-pent-4-enyl-azocan-2-one). Yield: 94.4%. RXN SMILES: [H-].[Na+].[NH:3]1[CH2:10][CH2:9][CH2:8][CH2:7][CH2:6][CH2:5][C:4]1=[O:11].Br[CH2:13][CH2:14][CH2:15][CH:16]=[CH2:17]>CN(C)C=O>[CH2:17]([N:3]1[CH2:10][CH2:9][CH2:8][CH2:7][CH2:6][CH2:5][C:4]1=[O:11])[CH2:16][CH2:15][CH:14]=[CH2:13] |f:0.1|. Procedure details: To a stirred suspension of sodium hydride (0.9 g, 37.5 mmole) in dimethylformamide (50 mL) was added azocan-2-one (3.83 g, 30 mmole). The mixture was stirred at room temperature for 15 minutes, and then 5-bromo-1-pentene (5.03 g, 33.7 mmole) was added slowly. The reaction mixture was stirred at room temperature for 30 minutes, and then at 80° C. for 16 hours. The solvent was removed under reduced pressure and water was added to the residue. The mixture was extracted with ethyl ether, the organic... Starting materials: NC1=CC(=C(CC=2C=C(C(NN2)=O)C(C)C)C(=C1)Cl)Cl (6-(4-Amino-2,6-dichloro-benzyl)-4-isopropyl-pyridazin-3-one), S(O)(O)(=O)=O (sulfuric acid), N(=O)[O-].[Na+] (sodium nitrite), Br (hydrogen bromide). Reagents/catalysts: [Cu]Br (copper(I)bromide). Run in C(C)(=O)O (acetic acid), O (water), O (water). Run at temperature 60 celsius, time 1 hour. Yields the product BrC1=CC(=C(CC=2C=C(C(NN2)=O)C(C)C)C(=C1)Cl)Cl (6-(4-bromo-2,6-dichloro-benzyl)-4-isopropyl-pyridazin-3-one). Isolated yield 51.0%. As a reaction SMILES: N[C:2]1[CH:18]=[C:17]([Cl:19])[C:5]([CH2:6][C:7]2[CH:8]=[C:9]([CH:14]([CH3:16])[CH3:15])[C:10](=[O:13])[NH:11][N:12]=2)=[C:4]([Cl:20])[CH:3]=1.S(=O)(=O)(O)O.N([O-])=O.[Na+].[BrH:30]>C(O)(=O)C.O.[Cu]Br>[Br:30][C:2]1[CH:18]=[C:17]([Cl:19])[C:5]([CH2:6][C:7]2[CH:8]=[C:9]([CH:14]([CH3:16])[CH3:15])[C:10](=[O:13])[NH:11][N:12]=2)=[C:4]([Cl:20])[CH:3]=1 |f:2.3|. Procedure: A solution of 6-(4-amino-2,6-dichloro-benzyl)-4-isopropyl-pyridazin-3-one (46) (0.9 g, 2.88 mmol) in glacial acetic acid (16 mL) at room temperature was treated with concentrated sulfuric acid (4 mL). A solution of sodium nitrite (480 mg, 6.96 mmol) in water (5 mL) was added below the surface of the reaction slowly over 10 min. The reaction mixture was heated to 60° C. for 1 h. The reaction was cooled to room temperature and a mixture of copper(I)bromide (450 mg, 3.14 mmol) and 48% hydrogen brom... Starting materials: Cl.N1C=NC(=C1)CN1C[C@H](N(CC2=C1C=CC(=C2)C#N)S(=O)(=O)C)CC2=CC=CC=C2 ((R)-2,3,4,5-Tetrahydro-1-(1H-imidazol-4-ylmethyl)-4-(methylsulfonyl)-3-(phenylmethyl)-1H-1,4-benzodiazepine-7-carbonitrile, monohydrochloride), Cl.Cl.Cl.N1C=NC(=C1)CN1CC(N(CC2=C1C=CC(=C2)C=2C=NC=CC2)C(C(F)(F)F)=O)CC2=CC=CC=C2 (2,3,4,5-Tetrahydro-1-(1H-imidazol-4-ylmethyl)-3-(phenylmethyl)-7-(3-pyridinyl)-4-(trifluoroacetyl)-1H-1,4-benzodiazepine, trihydrochloride), D-(4-pyridyl)alanine, Cl.Cl.Cl.N1C=NC(=C1)CN1CC(N(CC2=C1C=CC(=C2)C=2C=NC=CC2)C(C(F)(F)F)=O)CC2=CC=CC=C2 (2,3,4,5-Tetrahydro-1-(1H-imidazol-4-ylmethyl)-3-(phenylmethyl)-7-(3-pyridinyl)-4-(trifluoroacetyl)-1H-1,4-benzodiazepine, trihydrochloride), Cl.N1C=NC(=C1)CN1C[C@H](N(CC2=C1C=CC(=C2)C#N)S(=O)(=O)C)CC2=CC=CC=C2 ((R)-2,3,4,5-Tetrahydro-1-(1H-imidazol-4-ylmethyl)-4-(methylsulfonyl)-3-(phenylmethyl)-1H-1,4-benzodiazepine-7-carbonitrile, monohydrochloride), Compound D. The product is Cl.Cl.N1C=NC(=C1)CN1C[C@H](N(CC2=C1C=CC(=C2)C2=CC=CC=C2)S(=O)(=O)C)CC2=CC=NC=C2 ((R)-2,3,4,5-Tetrahydro-1-(1H-imidazol-4-ylmethyl)-4-(methylsulfonyl)-7-phenyl-3-(4-pyridinylmethyl)-1H-1,4-benzodiazepine, dihydrochloride). Yield: 99.0%. RXN SMILES: [ClH:1].Cl.Cl.N1C=C(CN2C3C=CC([C:21]4[CH:22]=[N:23][CH:24]=[CH:25][CH:26]=4)=CC=3CN(C(=O)C(F)(F)F)C(CC3C=CC=CC=3)C2)N=C1.Cl.[NH:41]1[CH:45]=[C:44]([CH2:46][N:47]2[C:53]3[CH:54]=[CH:55][C:56](C#N)=[CH:57][C:52]=3[CH2:51][N:50]([S:60]([CH3:63])(=[O:62])=[O:61])[C@H:49]([CH2:64]C3C=CC=CC=3)[CH2:48]2)[N:43]=[CH:42]1>>[ClH:1].[ClH:1].[NH:41]1[CH:45]=[C:44]([CH2:46][N:47]2[C:53]3[CH:54]=[CH:55][C:56]([C:52]4[CH:57]=[CH:56][CH:55]=[CH:54][CH:53]=4)=[CH:57][C:52]=3[CH2:51][N:50]([S:60]([CH3:63])(=[O:62])=[O:61])[C@H:49]([CH2:64][C:26]3[CH:21]=[CH:22][N:23]=[CH:24][CH:25]=3)[CH2:48]2)[N:43]=[CH:42]1 |f:0.1.2.3,4.5,6.7.8|. Procedure: Example 365 was prepared as a light yellow solid in 99% yield from Compound B of Example 226 and D-(4-pyridyl)alanine by the following sequence: Compound C of Example 226; Compound D of Example 226; Compound B of Example 264; Compound D of Example 264. Starting materials: CC1CN(c2cc(=O)c3cc(C(=O)N(C)C)cc(C(C)Br)c3o2)CCO1, Br, CCCCC, Nc1ccc(F)cc1. The product is CC1CN(c2cc(=O)c3cc(C(=O)N(C)C)cc(C(C)Nc4ccc(F)cc4)c3o2)CCO1. As a reaction SMILES: [Br:2][CH:3]([CH3:4])[c:5]1[cH:6][c:7]([C:23](=[O:24])[N:25]([CH3:26])[CH3:27])[cH:8][c:9]2[c:10](=[O:22])[cH:11][c:12]([N:15]3[CH2:16][CH:17]([CH3:21])[O:18][CH2:19][CH2:20]3)[o:13][c:14]12.[BrH:1].[CH3:36][CH2:37][CH2:38][CH2:39][CH3:40].[NH2:28][c:29]1[cH:30][cH:31][c:32]([F:33])[cH:34][cH:35]1>>[CH:3]([CH3:4])([c:5]1[cH:6][c:7]([C:23](=[O:24])[N:25]([CH3:26])[CH3:27])[cH:8][c:9]2[c:10](=[O:22])[cH:11][c:12]([N:15]3[CH2:16][CH:17]([CH3:21])[O:18][CH2:19][CH2:20]3)[o:13][c:14]12)[NH:28][c:29]1[cH:30][cH:31][c:32]([F:33])[cH:34][cH:35]1. Starting materials: CCOC(=O)CCBr, CC(C)(C)OC(=O)N1CCCC(C(O)c2cccc(Cl)c2)C1, [H-], [Na+], CN(C)C=O. Product: CCOC(=O)CCOC(c1cccc(Cl)c1)C1CCCN(C(=O)OC(C)(C)C)C1. As a reaction SMILES: [CH2:25]([CH3:26])[O:27][C:28]([CH2:29][CH2:30][Br:31])=[O:32].[Cl:3][c:4]1[cH:5][c:6]([CH:10]([CH:11]2[CH2:12][N:13]([C:17](=[O:18])[O:19][C:20]([CH3:21])([CH3:22])[CH3:23])[CH2:14][CH2:15][CH2:16]2)[OH:24])[cH:7][cH:8][cH:9]1.[H-:2].[Na+:1].[O:33]=[CH:34][N:35]([CH3:36])[CH3:37]>>[Cl:3][c:4]1[cH:5][c:6]([CH:10]([CH:11]2[CH2:12][N:13]([C:17](=[O:18])[O:19][C:20]([CH3:21])([CH3:22])[CH3:23])[CH2:14][CH2:15][CH2:16]2)[O:24][CH2:30][CH2:29][C:28]([O:27][CH2:25][CH3:26])=[O:32])[cH:7][cH:8][cH:9]1. Reactants: CC(CC=O)CC(C)(C)C (3,5,5-trimethylhexanal), C(CCC)=O (n-butanal). Product: C(C)C(C=O)CCC(CC(C)(C)C)C (2-Ethyl-5,7,7-trimethyloctanal). As a reaction SMILES: [CH3:1][CH:2]([CH2:6][C:7]([CH3:10])([CH3:9])[CH3:8])[CH2:3][CH:4]=O.[CH:11](=[O:15])[CH2:12][CH2:13][CH3:14]>>[CH2:13]([CH:12]([CH2:4][CH2:3][CH:2]([CH3:1])[CH2:6][C:7]([CH3:10])([CH3:9])[CH3:8])[CH:11]=[O:15])[CH3:14]. Reported procedure: 2-Ethyl-5,7,7-trimethyloctanal was prepared from 3,5,5-trimethylhexanal and n-butanal similarly to Examples 1 and 2; it was obtained in the form of a diastereomeric mixture. Starting materials: [Cl-].[Li+] (lithium chloride), [OH-].[K+] (potassium hydroxide), C(Br)(Br)Br (bromoform), ClC1=C(C=O)C=CC(=C1OCOCCOC)OCOCCOC (2-chloro-3,4-bis-[(2-methoxy-ethoxy)-methoxy] benzaldehyde), C(Br)(Br)Br (bromoform), O1CCOCC1 (dioxane). The solvent is O (water). Reaction conditions: temperature 0 celsius, time 24 hour. Product: ClC1=C(C=CC(=C1OCOCCOC)OCOCCOC)C(C(=O)O)O ([2-chloro-3,4-bis-[(2-methoxy-ethoxy)-methoxy]-phenyl]-hydroxy acetic acid). As a reaction SMILES: [Cl-].[Li+].[OH-:3].[K+].[Cl:5][C:6]1[C:13]([O:14][CH2:15][O:16][CH2:17][CH2:18][O:19][CH3:20])=[C:12]([O:21][CH2:22][O:23][CH2:24][CH2:25][O:26][CH3:27])[CH:11]=[CH:10][C:7]=1[CH:8]=[O:9].C(Br)(Br)Br.[O:32]1[CH2:37]COCC1>O>[Cl:5][C:6]1[C:13]([O:14][CH2:15][O:16][CH2:17][CH2:18][O:19][CH3:20])=[C:12]([O:21][CH2:22][O:23][CH2:24][CH2:25][O:26][CH3:27])[CH:11]=[CH:10][C:7]=1[CH:8]([OH:9])[C:37]([OH:32])=[O:3] |f:0.1,2.3|. Procedure details: 2.42 g of lithium chloride and 7.02 g of potassium hydroxide were dissolved in 30 ml of water at 0° C. and a solution of 10 g of 2-chloro-3,4-bis-[(2-methoxy-ethoxy)-methoxy] benzaldehyde (synthesized in Preparation 1), 2.8 ml of bromoform and 38 ml of dioxane were added to this mixture. The mixture was stirred for 24 hours at 0° C. and then another 2.8 ml of bromoform were added. The mixture stood for 16 hours and after dilution with 100 ml of water, the solution was washed with ether, decanted...